This data is from the Open Reaction Database (ORD), a public repository of structured organic reaction records. The task is: describe an organic reaction: reactants, conditions, products, and yield The reactants are CCOCCC(=O)O, [Cl-], CC1CC2C(C(O)CC3(C)C2CCC3(O)C(=O)CO)C2(C)C=CC(=O)C=C12. Yields the product CCOCCC(=O)OCC(=O)C1(O)CCC2C3CC(C)C4=CC(=O)C=CC4(C)C3C(O)CC21C. As a reaction SMILES: [CH2:29]([CH3:30])[O:31][CH2:32][CH2:33][C:34](=[O:35])[OH:36].[Cl-:28].[OH:1][CH:2]1[CH:3]2[C:4]3([CH3:27])[CH:5]=[CH:6][C:7](=[O:26])[CH:8]=[C:9]3[CH:10]([CH3:25])[CH2:11][CH:12]2[CH:13]2[CH2:14][CH2:15][C:16]([C:17]([CH2:18][OH:19])=[O:20])([OH:24])[C:21]2([CH3:23])[CH2:22]1>>[OH:1][CH:2]1[CH:3]2[C:4]3([CH3:27])[CH:5]=[CH:6][C:7](=[O:26])[CH:8]=[C:9]3[CH:10]([CH3:25])[CH2:11][CH:12]2[CH:13]2[CH2:14][CH2:15][C:16]([C:17]([CH2:18][O:19][C:34]([CH2:33][CH2:32][O:31][CH2:29][CH3:30])=[O:35])=[O:20])([OH:24])[C:21]2([CH3:23])[CH2:22]1. Starting materials: O=[N+]([O-])c1cccc(C=CCBr)c1, CC(=O)[O-], CC(=O)[O-], ClCCl, CCOC(=O)C=[N+]=[N-], [Rh+2]. Yields the product CCOC(=O)C1C(CBr)C1c1cccc([N+](=O)[O-])c1. RXN SMILES: [Br:1][CH2:2][CH:3]=[CH:4][c:5]1[cH:6][c:7]([N+:11](=[O:12])[O-:13])[cH:8][cH:9][cH:10]1.[C:25]([O-:26])(=[O:27])[CH3:28].[C:30]([O-:31])(=[O:32])[CH3:33].[Cl:22][CH2:23][Cl:24].[N+:14](=[N-:15])=[CH:16][C:17](=[O:18])[O:19][CH2:20][CH3:21].[Rh+2:29]>>[Br:1][CH2:2][CH:3]1[CH:4]([c:5]2[cH:6][c:7]([N+:11](=[O:12])[O-:13])[cH:8][cH:9][cH:10]2)[CH:16]1[C:17](=[O:18])[O:19][CH2:20][CH3:21]. Starting materials: CC(C)(C)OC(=O)N1CC2CC(CN(CC(O)COc3ccc(C#N)cc3)C2)C1, ClCCl, O=C(OO)c1cccc(Cl)c1. Product: CC(C)(C)OC(=O)N1CC2CC(C1)C[N+]([O-])(CC(O)COc1ccc(C#N)cc1)C2. Reaction SMILES: [C:12](#[N:13])[c:14]1[cH:15][cH:16][c:17]([O:18][CH2:19][CH:20]([CH2:21][N:22]2[CH2:23][CH:24]3[CH2:25][N:26]([C:31](=[O:32])[O:33][C:34]([CH3:35])([CH3:36])[CH3:37])[CH2:27][CH:28]([CH2:29]2)[CH2:30]3)[OH:38])[cH:39][cH:40]1.[Cl:41][CH2:42][Cl:43].[OH:1][O:2][C:3]([c:4]1[cH:5][c:6]([Cl:7])[cH:8][cH:9][cH:10]1)=[O:11]>>[O-:1][N+:22]1([CH2:21][CH:20]([CH2:19][O:18][c:17]2[cH:16][cH:15][c:14]([C:12]#[N:13])[cH:40][cH:39]2)[OH:38])[CH2:23][CH:24]2[CH2:25][N:26]([C:31](=[O:32])[O:33][C:34]([CH3:35])([CH3:36])[CH3:37])[CH2:27][CH:28]([CH2:29]1)[CH2:30]2. Starting materials: C(CCC)(=O)C(C(=O)OCC)=CNC1=C(C=CC=C1)C(C)OC(C1=CC=CC=C1)=O (Ethyl 2-butyryl-3-(2-(1-benzoyloxyethyl)phenylamino)-acrylate). Solvent: C1(=CC=CC=C1)OC1=CC=CC=C1 (diphenyl ether). Product: C(CCC)(=O)C1=CNC2=C(C=CC=C2C1=O)C=C (3-butyryl-8-vinyl-4(1H)-quinolone), solid. Yield: 56.0%. RXN SMILES: [C:1]([C:6](=[CH:12][NH:13][C:14]1[CH:19]=[CH:18][CH:17]=[CH:16][C:15]=1[CH:20](OC(=O)C1C=CC=CC=1)[CH3:21])[C:7]([O:9]CC)=O)(=[O:5])[CH2:2][CH2:3][CH3:4]>C1(OC2C=CC=CC=2)C=CC=CC=1>[C:1]([C:6]1[C:7](=[O:9])[C:19]2[C:14](=[C:15]([CH:20]=[CH2:21])[CH:16]=[CH:17][CH:18]=2)[NH:13][CH:12]=1)(=[O:5])[CH2:2][CH2:3][CH3:4]. Procedure details: Ethyl 2-butyryl-3-(2-(1-benzoyloxyethyl)phenylamino)-acrylate (70 g, 0.17 mol) was added dropwise to boiling diphenyl ether (700 ml) keeping the reaction temperature above 240° C. The mixture was heated under reflux for 1 hour then cooled rapidly. The mixture was chromatographed (silica gel, dichloromethane +methanol (2%-4%)) to afford the required compound as a light solid (23.2 g, 56%) m.p. 206° C.-8° C. RXN SMILES: [F:1][C:2]1[C:3]2[N:4]([CH:12]=[CH:13][N:14]=2)[CH:5]=[CH:6][C:7]=1[C:8]([OH:11])([CH3:10])[CH3:9].Br[C:16]1[CH:17]=[CH:18][C:19]([F:28])=[C:20]([N:22]2[CH2:26][CH2:25][CH2:24][C:23]2=[O:27])[CH:21]=1>>[F:28][C:19]1[CH:18]=[CH:17][C:16]([C:12]2[N:4]3[CH:5]=[CH:6][C:7]([C:8]([OH:11])([CH3:10])[CH3:9])=[C:2]([F:1])[C:3]3=[N:14][CH:13]=2)=[CH:21][C:20]=1[N:22]1[CH2:26][CH2:25][CH2:24][C:23]1=[O:27]. Procedure: 2-(8-Fluoroimidazo[1,2-α]pyridin-7-yl)propan-2-ol was coupled to 1-(5-bromo-2-fluorophenyl)pyrrolidin-2-one as described in Example 6 to give 1-{2-fluoro-5-[8-fluoro-7-(1-hydroxy-1-methylethyl)imidazo[1,2-α]pyridin-3-yl]phenyl}pyrrolidin-2-one as a pale yellow solid (114 mg, 31%): m/z (ES+) 372 [MH+]. Yield: 31.0%. The reactants are FC=1C=2N(C=CC1C(C)(C)O)C=CN2 (2-(8-Fluoroimidazo[1,2-α]pyridin-7-yl)propan-2-ol), BrC=1C=CC(=C(C1)N1C(CCC1)=O)F (1-(5-bromo-2-fluorophenyl)pyrrolidin-2-one). The product is FC1=C(C=C(C=C1)C1=CN=C2N1C=CC(=C2F)C(C)(C)O)N2C(CCC2)=O (1-{2-fluoro-5-[8-fluoro-7-(1-hydroxy-1-methylethyl)imidazo[1,2-α]pyridin-3-yl]phenyl}pyrrolidin-2-one). RXN SMILES: [CH3:11][N:12]=[C:13]=[O:14].[OH:1][CH2:2][C:3]12[CH2:4][O:5][P:6]([O:7][CH2:8]1)[O:9][CH2:10]2>>[O:1]([CH2:2][C:3]12[CH2:4][O:5][P:6]([O:7][CH2:8]1)[O:9][CH2:10]2)[C:13]([NH:12][CH3:11])=[O:14]. Product: CNC(=O)OCC12COP(OC1)OC2. Reactants: CN=C=O, OCC12COP(OC1)OC2. The reactants are Cc1ccnc2c1n(C)c(=O)n2-c1ccc(OCc2ccccc2)cc1, CN(C)C=O. Product: Cc1ccnc2c1n(C)c(=O)n2-c1ccc(O)cc1. Reaction SMILES: [CH2:1]([c:2]1[cH:3][cH:4][cH:5][cH:6][cH:7]1)[O:8][c:9]1[cH:10][cH:11][c:12](-[n:15]2[c:16](=[O:26])[n:17]([CH3:25])[c:18]3[c:19]2[n:20][cH:21][cH:22][c:23]3[CH3:24])[cH:13][cH:14]1.[O:27]=[CH:28][N:29]([CH3:30])[CH3:31]>>[OH:8][c:9]1[cH:10][cH:11][c:12](-[n:15]2[c:16](=[O:26])[n:17]([CH3:25])[c:18]3[c:19]2[n:20][cH:21][cH:22][c:23]3[CH3:24])[cH:13][cH:14]1. Starting materials: ClC1=NC=CC=C1C(=O)N1CCCC2=CC=CC=C12 ((2-Chloro-pyridin-3-yl)-(3,4-dihydro-2H-quinolin-1-yl)-methanone), FC1=C(C=C(C=C1)C(F)(F)F)O (2-fluoro-5-trifluoromethyl-phenol), C([O-])([O-])=O.[Cs+].[Cs+] (caesium carbonate). Reagents/catalysts: CC#N.CC#N.CC#N.CC#N.F[P-](F)(F)(F)(F)F.[Cu+] (tetrakis(acetonitrile)copper(I) hexafluorophosphate). Run in C1(=CC=CC=C1)C (toluene). Reaction conditions: temperature 150 celsius. The product is N1(CCCC2=CC=CC=C12)C(=O)C=1C(=NC=CC1)OC1=C(C=CC(=C1)C(F)(F)F)F ((3,4-Dihydro-2H-quinolin-1-yl)-[2-(2-fluoro-5-trifluoromethyl-phenoxy)-pyridin-3-yl]-methanone). Isolated yield 66.7%. As a reaction SMILES: Cl[C:2]1[C:7]([C:8]([N:10]2[C:19]3[C:14](=[CH:15][CH:16]=[CH:17][CH:18]=3)[CH2:13][CH2:12][CH2:11]2)=[O:9])=[CH:6][CH:5]=[CH:4][N:3]=1.[F:20][C:21]1[CH:26]=[CH:25][C:24]([C:27]([F:30])([F:29])[F:28])=[CH:23][C:22]=1[OH:31].C(=O)([O-])[O-].[Cs+].[Cs+]>C1(C)C=CC=CC=1.CC#N.CC#N.CC#N.CC#N.F[P-](F)(F)(F)(F)F.[Cu+]>[N:10]1([C:8]([C:7]2[C:2]([O:31][C:22]3[CH:23]=[C:24]([C:27]([F:28])([F:29])[F:30])[CH:25]=[CH:26][C:21]=3[F:20])=[N:3][CH:4]=[CH:5][CH:6]=2)=[O:9])[C:19]2[C:14](=[CH:15][CH:16]=[CH:17][CH:18]=2)[CH2:13][CH2:12][CH2:11]1 |f:2.3.4,6.7.8.9.10.11|. Procedure details: To a solution of (2-chloro-pyridin-3-yl)-(3,4-dihydro-2H-quinolin-1-yl)-methanone (50 mg, 0.18 mmol, 1.0 equiv; Example 6, Step 1) and 2-fluoro-5-trifluoromethyl-phenol (42.1 mg, 0.23 mmol, 1.3 equiv; [CAS RN 141483-15-0]) in anhydrous toluene (0.5 mL) was added caesium carbonate (176 mg, 0.54 mmol, 3.0 equiv; [CAS RN 534-17-8]) and tetrakis(acetonitrile)copper(I) hexafluorophosphate (20.1 mg, 0.054 mmol, 0.3 equiv; [CAS RN 64443-05-6]). The reaction mixture was heated by microwave irradiation t... Reactants: CN1CCN(CC1)CC1=CC=C(C=C1)B1OC(C(O1)(C)C)(C)C (1-Methyl-4-[4-(4,4,5,5-tetramethyl-[1,3,2]dioxaborolan-2-yl)-benzyl]-piperazine), C(=O)([O-])[O-].[Na+].[Na+] (Na2CO3), BrC=1C=C2C(=NC1)N(C=C2C=2C=C1C=CNC1=CC2)S(=O)(=O)C2=CC=C(C)C=C2 (5-bromo-3-(1H-indol-5-yl)-1-tosyl-1H-pyrrolo[2,3-b]pyridine). The reagents and catalysts are Cl[Pd]([P](C1=CC=CC=C1)(C2=CC=CC=C2)C3=CC=CC=C3)([P](C4=CC=CC=C4)(C5=CC=CC=C5)C6=CC=CC=C6)Cl (bis(triphenylphosphine)-palladium(II) dichloride). Solvent: CC#N (CH3CN). Reaction conditions: temperature 150 celsius, time 30 minute. The product is CN1CCN(CC1)CC1=CC=C(C=C1)C=1C=C2C(=NC1)NC=C2C2=CC=C(C=C2)O (4-{5-[4-(4-Methyl-piperazin-1-ylmethyl)-phenyl]-1H-pyrrolo[2,3-b]pyridin-3-yl}-phenol). As a reaction SMILES: Br[C:2]1[CH:3]=[C:4]2[C:10]([C:11]3[CH:12]=[C:13]4[C:17](=[CH:18][CH:19]=3)NC=C4)=[CH:9][N:8](S(C3C=CC(C)=CC=3)(=O)=O)[C:5]2=[N:6][CH:7]=1.[CH3:30][N:31]1[CH2:36][CH2:35][N:34]([CH2:37][C:38]2[CH:43]=[CH:42][C:41](B3OC(C)(C)C(C)(C)O3)=[CH:40][CH:39]=2)[CH2:33][CH2:32]1.C([O-])([O-])=[O:54].[Na+].[Na+]>CC#N.Cl[Pd](Cl)([P](C1C=CC=CC=1)(C1C=CC=CC=1)C1C=CC=CC=1)[P](C1C=CC=CC=1)(C1C=CC=CC=1)C1C=CC=CC=1>[CH3:30][N:31]1[CH2:36][CH2:35][N:34]([CH2:37][C:38]2[CH:39]=[CH:40][C:41]([C:2]3[CH:3]=[C:4]4[C:10]([C:11]5[CH:12]=[CH:13][C:17]([OH:54])=[CH:18][CH:19]=5)=[CH:9][NH:8][C:5]4=[N:6][CH:7]=3)=[CH:42][CH:43]=2)[CH2:33][CH2:32]1 |f:2.3.4,^1:64,83|. Reported procedure: To a solution of 5-bromo-3-(1H-indol-5-yl)-1-tosyl-1H-pyrrolo[2,3-b]pyridine (0.220 g, 0.5 mmol) in CH3CN (2.5 mL) in a Personal Chemistry microwave reaction vial was added 1-Methyl-4-[4-(4,4,5,5-tetramethyl-[1,3,2]dioxaborolan-2-yl)-benzyl]-piperazine (0.20 g, 0.65 mmol), bis(triphenylphosphine)-palladium(II) dichloride (0.003 g, 0.005 mmol), and 1 M Na2CO3 (1 mL). The resulting mixture was de-gassed with Ar for 10 min, after which it was heated at 150° C. for 30 min in a Personal Chemistry Opt...